From a dataset of the Open Reaction Database (ORD), a public repository of structured organic reaction records. describe an organic reaction: reactants, conditions, products, and yield The reactants are 47.8, C(C)N(CC(=O)O)C1=C(C=C(C=C1)C=O)[N+](=O)[O-] (ethyl N-(4-formyl-2-nitrophenyl)glycine), C(C)O (ethanol), [BH4-].[Na+] (sodium tetrahydroborate), C(C)(=O)O (acetic acid), 12. Run in O (water). Conditions: time 30 minute. Product: 34.1, C(C)N(CC(=O)O)C1=C(C=C(C=C1)CO)[N+](=O)[O-] (ethyl N-[4-(hydroxymethyl)-2-nitrophenyl]glycine). Isolated yield 70.6%. As a reaction SMILES: [CH2:1]([N:3]([C:8]1[CH:13]=[CH:12][C:11]([CH:14]=[O:15])=[CH:10][C:9]=1[N+:16]([O-:18])=[O:17])[CH2:4][C:5]([OH:7])=[O:6])[CH3:2].C(O)C.[BH4-].[Na+].C(O)(=O)C>O>[CH2:1]([N:3]([C:8]1[CH:13]=[CH:12][C:11]([CH2:14][OH:15])=[CH:10][C:9]=1[N+:16]([O-:18])=[O:17])[CH2:4][C:5]([OH:7])=[O:6])[CH3:2] |f:2.3|. Procedure details: (a-2) To a stirred solution of 47.8 parts of ethyl N-(4-formyl-2-nitrophenyl)glycine in 280 parts of ethanol were added in small portions 3.8 parts of sodium tetrahydroborate. The whole was stirred for 30 minutes at room temperature. The reaction mixture was decomposed by a solution of 12 parts of acetic acid in 50 parts of water. The mixture was concentrated. The product was extracted with dichloromethane. The extract was dried, filtered and evaporated. The residue was crystallized from 2-propa...